Task: describe an organic reaction: reactants, conditions, products, and yield. Dataset: the Open Reaction Database (ORD), a public repository of structured organic reaction records Starting materials: COC1=CC=C(C=O)C=C1 (4-methoxybenzaldehyde), C([O-])([O-])=O.[K+].[K+] (potassium carbonate), FC(F)(F)[Si](C)(C)C ((trifluoromethyl)trimethylsilane). Run in CN(C=O)C (N,N-dimethylformamide). Product: FC(C(O)C1=CC=C(C=C1)OC)(F)F (2,2,2-trifluoro-1-(4-methoxyphenyl)ethanol). The yield is 84.1%. Reaction SMILES: [CH3:1][O:2][C:3]1[CH:10]=[CH:9][C:6]([CH:7]=[O:8])=[CH:5][CH:4]=1.C(=O)([O-])[O-].[K+].[K+].[F:17][C:18]([Si](C)(C)C)([F:20])[F:19]>CN(C)C=O>[F:17][C:18]([F:20])([F:19])[CH:7]([C:6]1[CH:9]=[CH:10][C:3]([O:2][CH3:1])=[CH:4][CH:5]=1)[OH:8] |f:1.2.3|. Reported procedure: According to Reference Example 8-2, by use of 4-methoxybenzaldehyde (500 mg, 3.67 mmol) dissolved in N,N-dimethylformamide (7.5 mL), potassium carbonate (101 mg, 0.734 mmol) and (trifluoromethyl)trimethylsilane (1.09 mL, 7.34 mmol), the mixture was stirred and reacted at room temperature, at 80° C. for 7 hours. Then, purification by preparative thin-layer chromatography (chloroform/methanol=100/1) was performed to give 2,2,2-trifluoro-1-(4-methoxyphenyl)ethanol (Compound CJ) (636 mg, yield: 84%)... Solvent: CN(C)C=O (DMF). Starting materials: C(C)(C)NO (N-isopropylhydroxylamine), C(=O)(OC)C1=CC=C(CCl)C=C1 (4-carbomethoxybenzyl chloride), C(=O)([O-])[O-].[Na+].[Na+] (Na2CO3). The yield is 41.3%. Reported procedure: N-isopropylhydroxylamine (13.74 g, 90%, 165 mmol), 4-carbomethoxybenzyl chloride (30.4 g, 165 mmol) and Na2CO3 (18.0 g, 170 mmol) were dissolved in DMF (150 mL) and stirred at 60° C. under Argon for 20 h. The reaction mixture was filtered, concentrated, diluted with CHCl3 (300 mL), washed with water (3×200 mL), dried with MgSO4, concentrated, dissolved in EtOAC (10 mL) and chromatographed on an Si gel eluting with 4:1 hexanes/EtOAc to give 15.2 g (41%) N-isopropyl-N-(4-carbomethoxybenzyl)-hydrox... Reaction conditions: temperature 60 celsius, time 20 hour. Product: C(C)(C)N(O)CC1=CC=C(C=C1)C(=O)OC (N-isopropyl-N-(4-carbomethoxybenzyl)-hydroxylamine). RXN SMILES: [CH:1]([NH:4][OH:5])([CH3:3])[CH3:2].[C:6]([C:10]1[CH:17]=[CH:16][C:13]([CH2:14]Cl)=[CH:12][CH:11]=1)([O:8][CH3:9])=[O:7].C([O-])([O-])=O.[Na+].[Na+]>CN(C=O)C>[CH:1]([N:4]([CH2:14][C:13]1[CH:12]=[CH:11][C:10]([C:6]([O:8][CH3:9])=[O:7])=[CH:17][CH:16]=1)[OH:5])([CH3:3])[CH3:2] |f:2.3.4|.